This data is from the Open Reaction Database (ORD), a public repository of structured organic reaction records. The task is: describe an organic reaction: reactants, conditions, products, and yield Starting materials: C(C)(C)[Mg]Cl (isopropylmagnesium chloride), O (water), CC(C)(C)C=1C=C(C=C(C1O)C(C)(C)C)SCCC=O (3-[[3,5-bis(1,1-dimethylethyl)-4-hydroxyphenyl]thio]propanal), Cl (hydrochloric acid). Solvent: O1CCCC1 (tetrahydrofuran), O1CCCC1 (tetrahydrofuran). Reaction conditions: time 3 hour. Product: CC(C)(C)C1=C(C(=CC(=C1)SCCC(C(C)C)O)C(C)(C)C)O (2,6-bis(1,1-dimethylethyl)-4-[(3-hydroxy-4-methylpentyl)thio]phenol). RXN SMILES: [CH3:1][C:2]([C:5]1[CH:6]=[C:7]([S:16][CH2:17][CH2:18][CH:19]=[O:20])[CH:8]=[C:9]([C:12]([CH3:15])([CH3:14])[CH3:13])[C:10]=1[OH:11])([CH3:4])[CH3:3].[CH:21]([Mg]Cl)([CH3:23])[CH3:22].Cl.O>O1CCCC1>[CH3:4][C:2]([C:5]1[CH:6]=[C:7]([S:16][CH2:17][CH2:18][CH:19]([OH:20])[CH:21]([CH3:23])[CH3:22])[CH:8]=[C:9]([C:12]([CH3:13])([CH3:14])[CH3:15])[C:10]=1[OH:11])([CH3:1])[CH3:3]. Procedure details: 2.0 g of the aldehyde of Example 4 was dissolved in 20 ml of dry tetrahydrofuran under argon and added to 8.5 ml of 2 M isopropylmagnesium chloride in tetrahydrofuran that had previously been added under argon gas to a flask that had been dried in vacuo overnight. Reaction temperature was maintained at 10°-15° C. with an ice bath. When addition was complete, the reaction mixture was allowed warm to room temperature and stirred for 3 hours. 2 N hydrochloric acid (2 ml) was added followed by 50 ml... Starting materials: ClC1=C2C(=NC=C1C=O)N(C=C2)[Si](C(C)C)(C(C)C)C(C)C (4-chloro-1-triisopropylsilanyl-1H-pyrrolo[2,3-b]pyridine-5-carbaldehyde), CN (methyl amine). Run in COC(C)O (methoxyethanol). Run at temperature 120 celsius, time 8 hour. Yields the product CNC1=C2C(=NC=C1C=O)NC=C2 (4-Methylamino-1H-pyrrolo[2,3-b]pyridine-5-carbaldehyde). Reaction SMILES: Cl[C:2]1[C:7]([CH:8]=[O:9])=[CH:6][N:5]=[C:4]2[N:10]([Si](C(C)C)(C(C)C)C(C)C)[CH:11]=[CH:12][C:3]=12.[CH3:23][NH2:24]>COC(O)C>[CH3:23][NH:24][C:2]1[C:7]([CH:8]=[O:9])=[CH:6][N:5]=[C:4]2[NH:10][CH:11]=[CH:12][C:3]=12. Procedure: A mixture of 4-chloro-1-triisopropylsilanyl-1H-pyrrolo[2,3-b]pyridine-5-carbaldehyde (5.9 g, 17.5 mmol), methyl amine (40 wt. % solution in water, 40 mL) in methoxyethanol (10 mL) is heated at 120° C. in a sealed tube. After overnight, the reaction mixture is cooled to room temperature and concentrated. The residue is dissolved in HCl solution (1N, 20 mL) and heated at 50° C. After stirring for 1.5 hours, the reaction mixture is basified with saturated sodium bicarbonate solution to pH=8. The so... Starting materials: C1(=CC=CC=C1)CC(=O)CC1=CC=CC=C1 (1,3-Diphenylacetone), C1(=CC=CC=C1)C(C(=O)C1=CC=C(C=C1)C(C(=O)C1=CC=CC=C1)=O)=O (1,4-bis(phenylglyoxaloyl)benzene), C(C)O (ethanol), [OH-].[K+] (KOH), [OH-].[K+] (KOH). Solvent: O (water). The product is C1(=CC=C(C=C1)C1=C(C(C(=C1C1=CC=CC=C1)C1=CC=CC=C1)=O)C1=CC=CC=C1)C1=C(C(C(=C1C1=CC=CC=C1)C1=CC=CC=C1)=O)C1=CC=CC=C1 (3,3′-(1,4-Phenylene)bis(2,4,5-triphenylcyclopentadienone)). As a reaction SMILES: [C:1]1([CH2:7][C:8]([CH2:10][C:11]2[CH:16]=[CH:15][CH:14]=[CH:13][CH:12]=2)=[O:9])[CH:6]=[CH:5][CH:4]=[CH:3][CH:2]=1.[C:17]1([C:23](=O)[C:24]([C:26]2[CH:31]=[CH:30][C:29]([C:32](=O)[C:33]([C:35]3[CH:40]=[CH:39][CH:38]=[CH:37][CH:36]=3)=O)=[CH:28][CH:27]=2)=O)[CH:22]=[CH:21][CH:20]=[CH:19][CH:18]=1.[CH2:43]([OH:45])[CH3:44].[OH-].[K+]>O>[C:29]1([C:32]2[C:33]([C:35]3[CH:40]=[CH:39][CH:38]=[CH:37][CH:36]=3)=[C:7]([C:1]3[CH:2]=[CH:3][CH:4]=[CH:5][CH:6]=3)[C:43](=[O:45])[C:44]=2[C:12]2[CH:11]=[CH:16][CH:15]=[CH:14][CH:13]=2)[CH:30]=[CH:31][C:26]([C:24]2[C:23]([C:17]3[CH:22]=[CH:21][CH:20]=[CH:19][CH:18]=3)=[C:7]([C:1]3[CH:2]=[CH:3][CH:4]=[CH:5][CH:6]=3)[C:8](=[O:9])[C:10]=2[C:11]2[CH:12]=[CH:13][CH:14]=[CH:15][CH:16]=2)=[CH:27][CH:28]=1 |f:3.4|. Procedure details: 1,3-Diphenylacetone (1.23 g, 0.00584 mol), 1,4-bis(phenylglyoxaloyl)benzene, commercially available as Bis-PGB from Ken Seika Corporation (1.000 g, 0.00292 mol) and ethanol (50 mL) are added to a 100 mL 3-necked round bottom flask fitted with a reflux condenser/nitrogen inlet. The reaction mixture is heated to reflux and an aqueous KOH solution (0.112 g, 0.002 mol) in water (2.25 mL) is added. Additional KOH is added until the solution turns dark and stays dark. The mixture is refluxed for 45 mi... Reactants: OCCCCCCCCO, CC(=O)O, O, O=S(=O)(O)O. Product: OCCCCCCCCO, CC(=O)O. Reaction SMILES: [CH2:1]([CH2:2][CH2:3][CH2:4][CH2:5][CH2:6][CH2:7][CH2:8][OH:9])[OH:10].[CH3:11][C:12]([OH:13])=[O:14].[OH2:15].[S:16](=[O:17])(=[O:18])([OH:19])[OH:20]>>[CH2:1]([CH2:2][CH2:3][CH2:4][CH2:5][CH2:6][CH2:7][CH2:8][OH:9])[OH:10].[CH3:11][C:12](=[O:13])[OH:14]. Reactants: [N+](=O)(O)[O-] (nitric acid), FC(C(=O)O)(F)F (trifluoroacetic acid), C1CNCCC2=C1C=CC=C2 (2,3,4,5-Tetrahydro-1H-benzo[d]azepine), S(O)(O)(=O)=O (sulphuric acid). Solvent: C(C)(=O)OCC (ethyl acetate). Reaction conditions: time 30 minute. Product: [N+](=O)([O-])C1=CC2=C(CCNCC2)C=C1 (7-Nitro-2,3,4,5-tetrahydro-1H-benzo[d]azepine). The yield is 73.9%. As a reaction SMILES: FC(F)(F)C(O)=O.[CH2:8]1[C:14]2[CH:15]=[CH:16][CH:17]=[CH:18][C:13]=2[CH2:12][CH2:11][NH:10][CH2:9]1.S(=O)(=O)(O)O.[N+:24]([O-])([OH:26])=[O:25]>C(OCC)(=O)C>[N+:24]([C:16]1[CH:17]=[CH:18][C:13]2[CH2:12][CH2:11][NH:10][CH2:9][CH2:8][C:14]=2[CH:15]=1)([O-:26])=[O:25]. Procedure details: To a cooled (0° C.) solution of trifluoroacetic acid (67.2 ml, =869.38 mmol), 2,3,4,5-Tetrahydro-1H-benzo[d]azepine (18 g, 122.44 mmol) was added drop-wise over a period of 20 min. To this, concentrated sulphuric acid (23.4 ml, 440.78 mmol) was added over a period of 45 min at 0° C., and the mixture was stirred for an additional 30 minutes. To this reaction mixture, concentrated nitric acid (8.1 ml, 192.23 mmol) was added drop-wise at 0° C. over a period of 1 h, followed by stirring at room temp... The reactants are OCCCn1c(Cc2ccccc2)nc2cc(Cl)ccc21, ClC(Cl)Cl, O=S(Cl)Cl. The product is ClCCCn1c(Cc2ccccc2)nc2cc(Cl)ccc21. RXN SMILES: [Cl:1][c:2]1[cH:3][c:4]2[c:5]([n:6]([CH2:16][CH2:17][CH2:18][OH:19])[c:7]([CH2:9][c:10]3[cH:11][cH:12][cH:13][cH:14][cH:15]3)[n:8]2)[cH:20][cH:21]1.[Cl:26][CH:27]([Cl:28])[Cl:29].[S:22]([Cl:23])([Cl:24])=[O:25]>>[Cl:1][c:2]1[cH:3][c:4]2[c:5]([n:6]([CH2:16][CH2:17][CH2:18][Cl:24])[c:7]([CH2:9][c:10]3[cH:11][cH:12][cH:13][cH:14][cH:15]3)[n:8]2)[cH:20][cH:21]1.